The task is: describe an organic reaction: reactants, conditions, products, and yield. This data is from the Open Reaction Database (ORD), a public repository of structured organic reaction records. Starting materials: C(C)(C)(C)OC(=O)N1CCN(CC1)C1=C(C=C(C=C1)N1C(O[C@H](C1)CNC(=S)N)=O)F (4-[2-fluoro-4-{(5S)-2-oxo-5-thioureidomethyl-oxazolidin-3-yl}-phenyl]-piperazine-1-carboxylic acid tert-butyl ester), solution, Cl (hydrochloric acid). Reagents/catalysts: O (water). The solvent is CO (methanol). Reaction conditions: time 4 day. The product is FC=1C=C(C=CC1N1CCNCC1)N1C(O[C@H](C1)CNC(=S)N)=O ([(5S)-3-(3-Fluoro-4-piperazin-1-yl-phenyl)-2-oxo-oxazolidin-5-ylmethyl]-thiourea). Reaction SMILES: C(OC([N:8]1[CH2:13][CH2:12][N:11]([C:14]2[CH:19]=[CH:18][C:17]([N:20]3[CH2:24][C@H:23]([CH2:25][NH:26][C:27]([NH2:29])=[S:28])[O:22][C:21]3=[O:30])=[CH:16][C:15]=2[F:31])[CH2:10][CH2:9]1)=O)(C)(C)C.Cl>CO.O>[F:31][C:15]1[CH:16]=[C:17]([N:20]2[CH2:24][C@H:23]([CH2:25][NH:26][C:27]([NH2:29])=[S:28])[O:22][C:21]2=[O:30])[CH:18]=[CH:19][C:14]=1[N:11]1[CH2:12][CH2:13][NH:8][CH2:9][CH2:10]1. Procedure details: A solution of 649 mg 4-[2-fluoro-4-{(5S)-2-oxo-5-thioureidomethyl-oxazolidin-3-yl}-phenyl]-piperazine-1-carboxylic acid tert-butyl ester (1.43 mmol) in a mixture of 6 ml of a 1.25 M solution of hydrochloric acid in methanol and 1 drop water was stirred for 4 days. The solvent was evaporated, and the residue was neutralized at pH 7 with a saturated solution of sodium bicarbonate. The water was evaporated and the residue was digested in a 95/5 dichloromethane/methanol mixture and the solid filtere... Reaction conditions: temperature 100 celsius. RXN SMILES: Br[C:2]1[CH:7]=[C:6]([F:8])[CH:5]=[CH:4][C:3]=1[S:9]([NH:12][C:13]1[C:22]([C:23]([O:25][CH3:26])=[O:24])=[C:21]2[C:16]([C:17]3[CH:29]=[CH:28][O:27][C:18]=3[CH2:19][O:20]2)=[CH:15][CH:14]=1)(=[O:11])=[O:10].[CH2:30]([N:32]([CH2:49][CH3:50])[CH2:33]/[CH:34]=[CH:35]\[Sn](CCCC)(CCCC)CCCC)[CH3:31].F[B-](F)(F)F.C([PH+](C(C)(C)C)C(C)(C)C)(C)(C)C>O1CCOCC1.C1C=CC(/C=C/C(/C=C/C2C=CC=CC=2)=O)=CC=1.C1C=CC(/C=C/C(/C=C/C2C=CC=CC=2)=O)=CC=1.C1C=CC(/C=C/C(/C=C/C2C=CC=CC=2)=O)=CC=1.[Pd].[Pd]>[CH2:30]([N:32]([CH2:49][CH3:50])[CH2:33]/[CH:34]=[CH:35]\[C:2]1[CH:7]=[C:6]([F:8])[CH:5]=[CH:4][C:3]=1[S:9]([NH:12][C:13]1[C:22]([C:23]([O:25][CH3:26])=[O:24])=[C:21]2[C:16]([C:17]3[CH:29]=[CH:28][O:27][C:18]=3[CH2:19][O:20]2)=[CH:15][CH:14]=1)(=[O:11])=[O:10])[CH3:31] |f:2.3,5.6.7.8.9|. Starting materials: BrC1=C(C=CC(=C1)F)S(=O)(=O)NC1=CC=C2C3=C(COC2=C1C(=O)OC)OC=C3 (methyl 7-(2-bromo-4-fluorobenzenesulfonylamino)-4H-furo[2,3-c]chromene-6-carboxylate), BrC1=C(C=CC(=C1)F)S(=O)(=O)NC1=CC=C2C3=C(COC2=C1C(=O)OC)OC=C3 (methyl 7-(2-bromo-4-fluorobenzenesulfonylamino)-4H-furo[2,3-c]chromene-6-carboxylate), C(C)N(C\C=C/[Sn](CCCC)(CCCC)CCCC)CC (N,N-diethyl-N—((Z)-1-tributylstannanylprop-1-en-3-yl)amine), C(C)N(C\C=C/[Sn](CCCC)(CCCC)CCCC)CC (N,N-diethyl-N—((Z)-1-tributylstannanylprop-1-en-3-yl)amine), F[B-](F)(F)F.C(C)(C)(C)[PH+](C(C)(C)C)C(C)(C)C (tri-tert-butylphosphonium tetrafluoroborate). Isolated yield 67.5%. Run in O1CCOCC1 (dioxane). Yields the product C(C)N(C\C=C/C1=C(C=CC(=C1)F)S(=O)(=O)NC1=CC=C2C3=C(COC2=C1C(=O)OC)OC=C3)CC (methyl 7-[2-((Z)-3-diethylaminoprop-1-en-1-yl)-4-fluorobenzenesulfonyl-amino]-4H-furo[2,3-c]chromene-6-carboxylate). The reagents and catalysts are C=1C=CC(=CC1)/C=C/C(=O)/C=C/C2=CC=CC=C2.C=1C=CC(=CC1)/C=C/C(=O)/C=C/C2=CC=CC=C2.C=1C=CC(=CC1)/C=C/C(=O)/C=C/C2=CC=CC=C2.[Pd].[Pd] (tris-(dibenzylideneacetone)dipalladium). Reported procedure: A mixture of methyl 7-(2-bromo-4-fluorobenzenesulfonylamino)-4H-furo[2,3-c]chromene-6-carboxylate (Intermediate 10, 2.04 g), N,N-diethyl-N—((Z)-1-tributylstannanylprop-1-en-3-yl)amine (Intermediate 11, 3.4 g), tri-tert-butylphosphonium tetrafluoroborate (0.246 g), tris-(dibenzylideneacetone)dipalladium (0.0.388 g) in dioxane (35 mL) was degassed and purged with argon then heated at 100° C. for 3.5 hours. After cooling, the mixture was diluted with ethyl acetate and filtered. The filtrate was was... The reactants are COCCOC, COc1cc(-c2nc(N)nc(S(C)(=O)=O)c2C#N)cc(OC)c1OC, NC1CCCCC1. The product is COc1cc(-c2nc(N)nc(NC3CCCCC3)c2C#N)cc(OC)c1OC. Reaction SMILES: [CH3:33][O:34][CH2:35][CH2:36][O:37][CH3:38].[NH2:1][c:2]1[n:3][c:4](-[c:14]2[cH:15][c:16]([O:24][CH3:25])[c:17]([O:22][CH3:23])[c:18]([O:20][CH3:21])[cH:19]2)[c:5]([C:12]#[N:13])[c:6]([S:8]([CH3:9])(=[O:10])=[O:11])[n:7]1.[NH2:26][CH:27]1[CH2:28][CH2:29][CH2:30][CH2:31][CH2:32]1>>[NH2:1][c:2]1[n:3][c:4](-[c:14]2[cH:15][c:16]([O:24][CH3:25])[c:17]([O:22][CH3:23])[c:18]([O:20][CH3:21])[cH:19]2)[c:5]([C:12]#[N:13])[c:6]([NH:26][CH:27]2[CH2:28][CH2:29][CH2:30][CH2:31][CH2:32]2)[n:7]1. Reported procedure: The title compound (59 mg, 62% yield) was prepared as described for Example 13a starting from 3,5-dichloropicolinic acid (45 mg, 0.23 mmol) and 5′-methylspiro[chroman-4,2′-imidazole]-4′,6-diamine (Intermediate 30, 54 mg, 0.23 mmol): 1H NMR (400 MHz, DMSO-d6) δ ppm 1.82-2.01 (m, 2 H), 2.22 (s, 3 H), 4.29-4.49 (m, 2 H), 6.57 (s, 2 H), 6.75-6.85 (m, 2 H), 7.48-7.57 (m, 1 H), 8.41 (d, 1 H), 8.68 (d, 1 H), 10.39 (s, 1 H); MS (APCI+) m/z 404 [M+H]+. Product: NC1=NC2(N=C1C)CCOC1=CC=C(C=C12)NC(C1=NC=C(C=C1Cl)Cl)=O (N-(4′-Amino-5′-methylspiro[chroman-4,2′-imidazole]-6-yl)-3,5-dichloropicolinamide). Starting materials: ClC=1C(=NC=C(C1)Cl)C(=O)O (3,5-dichloropicolinic acid), CC=1C(=NC2(N1)CCOC1=CC=C(C=C12)N)N (5′-methylspiro[chroman-4,2′-imidazole]-4′,6-diamine), CC=1C(=NC2(N1)CCOC1=CC=C(C=C12)N)N (5′-methylspiro[chroman-4,2′-imidazole]-4′,6-diamine). As a reaction SMILES: [Cl:1][C:2]1[C:3]([C:9]([OH:11])=O)=[N:4][CH:5]=[C:6]([Cl:8])[CH:7]=1.[CH3:12][C:13]1[C:14]([NH2:28])=[N:15][C:16]2([C:26]3[C:21](=[CH:22][CH:23]=[C:24]([NH2:27])[CH:25]=3)[O:20][CH2:19][CH2:18]2)[N:17]=1>>[NH2:28][C:14]1[C:13]([CH3:12])=[N:17][C:16]2([C:26]3[C:21](=[CH:22][CH:23]=[C:24]([NH:27][C:9](=[O:11])[C:3]4[C:2]([Cl:1])=[CH:7][C:6]([Cl:8])=[CH:5][N:4]=4)[CH:25]=3)[O:20][CH2:19][CH2:18]2)[N:15]=1. The yield is 63.5%. Reactants: aqueous solution, [OH-].[Na+] (NaOH), C1(=CC=CC2=CC=CC=C12)C(C=C)NC(C(Cl)(Cl)Cl)=O (N-[1-(Napht-1-yl)-allyl]-2,2,2-trichloracetamide). The solvent is C(C)O (ethanol). Reaction conditions: temperature 20 celsius, time 24 hour. Yields the product C1(=CC=CC2=CC=CC=C12)C(C=C)N (1-(Napht-1-yl)-allylamine). Isolated yield 72.0%. RXN SMILES: [C:1]1([CH:11]([NH:14]C(=O)C(Cl)(Cl)Cl)[CH:12]=[CH2:13])[C:10]2[C:5](=[CH:6][CH:7]=[CH:8][CH:9]=2)[CH:4]=[CH:3][CH:2]=1.[OH-].[Na+]>C(O)C>[C:1]1([CH:11]([NH2:14])[CH:12]=[CH2:13])[C:10]2[C:5](=[CH:6][CH:7]=[CH:8][CH:9]=2)[CH:4]=[CH:3][CH:2]=1 |f:1.2|. Reported procedure: Amide 11 (3.0 g, 9.1 mmol) was dissolved in 50 ml of distillated ethanol and 50 ml of 3 M aqueous solution of NaOH was added. All was stirred at 20° C. for 24 h and evaporated to aqueous residue and 32 ml of 5 M HCl was added. It was extracted twice with 40 ml of dichloromethane. The aqueous layer was alkalified with sodium carbonate to pH=8 and extracted three times with 50 ml of diethyl-ether. Organic layers were combined and dried over anhydrous sodium sulphate. Filtration and evaporation yie... Reactants: CCCC(=O)C(N(C)C)C1(c2ccc(C)cc2)CCC1, Cl, C1CCOC1, O. The product is CCCC(O)C(N(C)C)C1(c2ccc(C)cc2)CCC1. Reaction SMILES: [CH3:1][N:2]([CH:3]([C:4]([CH2:5][CH2:6][CH3:7])=[O:8])[C:9]1([c:13]2[cH:14][cH:15][c:16]([CH3:19])[cH:17][cH:18]2)[CH2:10][CH2:11][CH2:12]1)[CH3:20].[ClH:22].[O:23]1[CH2:24][CH2:25][CH2:26][CH2:27]1.[OH2:21]>>[CH3:1][N:2]([CH:3]([CH:4]([CH2:5][CH2:6][CH3:7])[OH:8])[C:9]1([c:13]2[cH:14][cH:15][c:16]([CH3:19])[cH:17][cH:18]2)[CH2:10][CH2:11][CH2:12]1)[CH3:20]. Reactants: C(C1=CC=CC=C1)(=O)C1=C(C=C(N1C)C(C(=O)OCC)C1=C(C=C(C=C1)[N+](=O)[O-])F)C (ethyl 2-(5-benzoyl-1,4-dimethylpyrrol-2-yl)-2-(2-fluoro-4-nitrophenyl)-acetate), Cl (hydrochloric acid). The reagents and catalysts are B#[Ni] (nickel boride). Run in CO (methanol). Product: C(C1=CC=CC=C1)(=O)C1=C(C=C(N1C)C(C(=O)OCC)C1=C(C=C(C=C1)N)F)C (ethyl 2-(5-benzoyl-1,4-dimethyl-pyrrol-2-yl)-2-(2-fluoro-4-aminophenyl)acetate). The yield is 95.3%. As a reaction SMILES: [C:1]([C:9]1[N:13]([CH3:14])[C:12]([CH:15]([C:21]2[CH:26]=[CH:25][C:24]([N+:27]([O-])=O)=[CH:23][C:22]=2[F:30])[C:16]([O:18][CH2:19][CH3:20])=[O:17])=[CH:11][C:10]=1[CH3:31])(=[O:8])[C:2]1[CH:7]=[CH:6][CH:5]=[CH:4][CH:3]=1.Cl>B#[Ni].CO>[C:1]([C:9]1[N:13]([CH3:14])[C:12]([CH:15]([C:21]2[CH:26]=[CH:25][C:24]([NH2:27])=[CH:23][C:22]=2[F:30])[C:16]([O:18][CH2:19][CH3:20])=[O:17])=[CH:11][C:10]=1[CH3:31])(=[O:8])[C:2]1[CH:3]=[CH:4][CH:5]=[CH:6][CH:7]=1. Reported procedure: A mixture of ethyl 2-(5-benzoyl-1,4-dimethylpyrrol-2-yl)-2-(2-fluoro-4-nitrophenyl)-acetate (6.0 g, 14.1 mmol) [prepared as in Example 1, Step (b)], nickel boride (8.0 g, 62.4 mmol), hydrochloric acid (50 ml, 1M) and methanol (150 ml) was heated at reflux for 1 h. The reaction mixture was cooled and filtered through Celite®. After removing the methanol in vacuo, the resulting aqueous mixture was made basic with ammonium hydroxide, and the product was extracted into ethyl acetate. The organic lay...